This data is from the Open Reaction Database (ORD), a public repository of structured organic reaction records. The task is: describe an organic reaction: reactants, conditions, products, and yield Reactants: [N+](=O)([O-])C1=CC=C(C=2CCCCC12)C(=O)O (4-Nitro-5,6,7,8-tetrahydro-1-naphthalenecarboxylic acid), nitro. The reagents and catalysts are [Ni] (Raney® nickel). Solvent: CO (methanol). Conditions: time 4 hour. The product is NC1=CC=C(C=2CCCCC12)C(=O)O (4-Amino-5,6,7,8-tetrahydro-1-naphthalenecarboxylic acid). As a reaction SMILES: [N+:1]([C:4]1[C:13]2[CH2:12][CH2:11][CH2:10][CH2:9][C:8]=2[C:7]([C:14]([OH:16])=[O:15])=[CH:6][CH:5]=1)([O-])=O>CO.[Ni]>[NH2:1][C:4]1[C:13]2[CH2:12][CH2:11][CH2:10][CH2:9][C:8]=2[C:7]([C:14]([OH:16])=[O:15])=[CH:6][CH:5]=1. Procedure details: 4-Nitro-5,6,7,8-tetrahydro-1-naphthalenecarboxylic acid is described in Chem. Pharm. Bull., 1984, 32, 3968. The hydrogenation of 1.48 g of this nitro derivative is performed in methanol in the presence of Raney® nickel. After 4 hours with stirring, the catalyst is filtered off, the mixture is evaporated to dryness and the residue is taken up with ether and filtered off to obtain 1 g of the expected product. m.p.=180° C. (dec.). The reactants are COc1cccc(C2CCCC(=O)C2)c1, NCc1ccccc1, Cc1ccc(S(=O)(=O)O)cc1, c1ccccc1. Product: COc1cccc(C2CCCC(NCc3ccccc3)C2)c1. RXN SMILES: [CH3:1][O:2][c:3]1[cH:4][c:5]([CH:9]2[CH2:10][C:11](=[O:15])[CH2:12][CH2:13][CH2:14]2)[cH:6][cH:7][cH:8]1.[NH2:16][CH2:17][c:18]1[cH:19][cH:20][cH:21][cH:22][cH:23]1.[c:24]1([CH3:25])[cH:26][cH:27][c:28]([S:29]([OH:30])(=[O:31])=[O:32])[cH:33][cH:34]1.[cH:35]1[cH:36][cH:37][cH:38][cH:39][cH:40]1>>[CH3:1][O:2][c:3]1[cH:4][c:5]([CH:9]2[CH2:10][CH:11]([NH:16][CH2:17][c:18]3[cH:19][cH:20][cH:21][cH:22][cH:23]3)[CH2:12][CH2:13][CH2:14]2)[cH:6][cH:7][cH:8]1. Starting materials: N1N=CC2=CC=CC=C12 (azaindole), COC=1C=C2C=CNC2=NC1 (5-methoxy-7-azaindole), C(C)(C)(C)OC(N(CC1=CC=C(C=C1)C(F)(F)F)C1=NC=C(C=C1)C=O)=O ((5-Formyl-pyridin-2-yl)-(4-trifluoromethyl-benzyl)-carbamic acid tert-butyl ester), C(C)(C)(C)OC(N(C1=NC=C(C=C1)C=O)CC1=CC=C(C=C1)Cl)=O ((4-Chloro-benzyl)-(5-formyl-pyridin-2-yl)-carbamic acid tert-butyl ester), N1(CCOCC1)CCOC=1C=C2C(=NC1)NC=C2 (5-(2-Morpholin-4-yl-ethoxy)-1H-pyrrolo[2,3-b]pyridine), ClC=1C=C2C=CNC2=NC1 (5-chloro-7-azaindole). The product is N1(CCOCC1)CCOC=1C=C2C(=NC1)NC=C2CC=2C=CC(=NC2)NCC2=CC=C(C=C2)C(F)(F)F ({5-[5-(2-Morpholin-4-yl-ethoxy)-1H-pyrrolo[2,3-b]pyridin-3-ylmethyl]-pyridin-2-yl}-(4-trifluoromethyl-benzyl)-amine). As a reaction SMILES: C(OC(=O)[N:7]([C:19]1[CH:24]=[CH:23][C:22]([CH:25]=O)=[CH:21][N:20]=1)[CH2:8][C:9]1[CH:14]=[CH:13][C:12]([C:15]([F:18])([F:17])[F:16])=[CH:11][CH:10]=1)(C)(C)C.C(OC(=O)N(CC1C=CC(Cl)=CC=1)C1C=CC(C=O)=CN=1)(C)(C)C.[N:52]1([CH2:58][CH2:59][O:60][C:61]2[CH:62]=[C:63]3[CH:69]=[CH:68][NH:67][C:64]3=[N:65][CH:66]=2)[CH2:57][CH2:56][O:55][CH2:54][CH2:53]1.N1C2C(=CC=CC=2)C=N1.COC1C=C2C(=NC=1)NC=C2.ClC1C=C2C(=NC=1)NC=C2>>[N:52]1([CH2:58][CH2:59][O:60][C:61]2[CH:62]=[C:63]3[C:69]([CH2:25][C:22]4[CH:23]=[CH:24][C:19]([NH:7][CH2:8][C:9]5[CH:10]=[CH:11][C:12]([C:15]([F:16])([F:17])[F:18])=[CH:13][CH:14]=5)=[N:20][CH:21]=4)=[CH:68][NH:67][C:64]3=[N:65][CH:66]=2)[CH2:53][CH2:54][O:55][CH2:56][CH2:57]1. Procedure: Additional compounds may be prepared using steps 3 and 4 of Scheme 32, using (5-Formyl-pyridin-2-yl)-(4-trifluoromethyl-benzyl)-carbamic acid tert-butyl ester 19 or replacing it with (5-Formyl-pyridin-2-yl)-(4-chloro-benzyl)-carbamic acid tert-butyl ester (43, prepared as described in Example 17) and replacing 5-(2-Morpholin-4-yl-ethoxy)-1H-pyrrolo[2,3-b]pyridine 79 with an appropriate azaindole, prepared as in Example 29 or 5-methoxy-7-azaindole (prepared as described in Example 31) or with com...